From a dataset of the Open Reaction Database (ORD), a public repository of structured organic reaction records. describe an organic reaction: reactants, conditions, products, and yield The reactants are [H][H] (hydrogen), C[C@@H]1CCC(=C(C)C)C(=O)C1 (pulegone), RuCl2(PPh3)3(propanediamine), CC(C)(C)[O-].[K+] (t-BuOK), [H][H] (hydrogen). Run in CC(C)O (2-propanol). Conditions: temperature 30 celsius, time 18 hour. The product is CC1CCC(=C(C)C)C(C1)O (pulegol). The yield is 97.9%. Reaction SMILES: [CH3:1][C@H:2]1[CH2:11][C:9](=[O:10])[C:5](=[C:6]([CH3:8])[CH3:7])[CH2:4][CH2:3]1.CC([O-])(C)C.[K+].[H][H]>CC(O)C>[CH3:1][CH:2]1[CH2:11][CH:9]([OH:10])[C:5](=[C:6]([CH3:7])[CH3:8])[CH2:4][CH2:3]1 |f:1.2|. Procedure details: A 200 ml capacity autoclave was charged with 30.4 g (200 mmol) of pulegone, 19.1 mg (0.02 mmol) of RuCl2(PPh3)3(propanediamine), 44.9 mg (0.4 mmol) of t-BuOK and 2-propanol (15 ml), and the mixture was stirred at 30° C. for 18 hours while forcing 3 Mpa of hydrogen. After completion of the reaction, hydrogen was purged and the reaction solution was concentrated and distilled under a reduced pressure to obtain 30.2 g of pulegol. The yield was 98%. Starting materials: ClCCl, O=C(O)C(F)(F)F, CC(C)(C)OC(=O)NCCn1cc(-c2cccs2)ccc1=O. The product is NCCn1cc(-c2cccs2)ccc1=O. RXN SMILES: [Cl:30][CH2:31][Cl:32].[F:23][C:24]([F:25])([F:26])[C:27]([OH:28])=[O:29].[O:1]=[c:2]1[n:3]([CH2:13][CH2:14][NH:15][C:16](=[O:17])[O:18][C:19]([CH3:20])([CH3:21])[CH3:22])[cH:4][c:5](-[c:8]2[s:9][cH:10][cH:11][cH:12]2)[cH:6][cH:7]1>>[O:1]=[c:2]1[n:3]([CH2:13][CH2:14][NH2:15])[cH:4][c:5](-[c:8]2[s:9][cH:10][cH:11][cH:12]2)[cH:6][cH:7]1. Reactants: Cl.ClC1=C(C(=CC=C1)Cl)NC(=O)NC(NC)=N (1-(2,6-dichlorophenyl)-3-methylamidinourea hydrochloride), COC(N(C)C)OC (N,N-dimethylformamide dimethylacetal). Run in CC#N (CH3CN), CC#N (CH3CN). Reaction conditions: time 1 hour. Yields the product ClC1=C(C(=CC=C1)Cl)N1C(N=C(N=C1)NC)=O (1-(2',6'-dichlorophenyl)-4-methylamino-1,2-dihydro-1,3,5-triazin-2-one). Reaction SMILES: Cl.[Cl:2][C:3]1[CH:8]=[CH:7][CH:6]=[C:5]([Cl:9])[C:4]=1[NH:10][C:11]([NH:13][C:14](=[NH:17])[NH:15][CH3:16])=[O:12].[CH3:18]OC(OC)N(C)C>CC#N>[Cl:2][C:3]1[CH:8]=[CH:7][CH:6]=[C:5]([Cl:9])[C:4]=1[N:10]1[CH:16]=[N:15][C:14]([NH:17][CH3:18])=[N:13][C:11]1=[O:12] |f:0.1|. Reported procedure: To a magnetically stirred suspension of 11.88 g (40 mmol) of 1-(2,6-dichlorophenyl)-3-methylamidinourea hydrochloride in 30 ml of CH3CN was added 9.52 g (80 mmol) of N,N-dimethylformamide dimethylacetal in 20 ml of CH3CN. The solid material began to dissolve immediately but in a few minutes, before the starting material had dissolved, another fine white solid began to precipitate out. The reaction mixture was stirred at ambient temperature for one hour then heated to reflux for two hours. After ... The reactants are C(C)(C)(C)OO (t-Butyl hydroperoxide), R,R-(+)-diethyl tartrate, C(\C=C\CCCCCCC)O (trans-2-decen-1-ol). The reagents and catalysts are CC([O-])C.[Ti+4].CC([O-])C.CC([O-])C.CC([O-])C (titanium(IV)isopropoxide). The solvent is ClCCl (dichloromethane), ClCCl (dichloromethane). Reaction conditions: time 30 minute. Yields the product C(CCCCCC)[C@H]1[C@@H](O1)CO ((2S,3S)-3-heptyloxiranemethanol). RXN SMILES: C([O:5]O)(C)(C)C.[CH2:7]([OH:17])/[CH:8]=[CH:9]/[CH2:10][CH2:11][CH2:12][CH2:13][CH2:14][CH2:15][CH3:16]>ClCCl.CC(C)[O-].[Ti+4].CC(C)[O-].CC(C)[O-].CC(C)[O-]>[CH2:10]([C@@H:9]1[O:5][C@H:8]1[CH2:7][OH:17])[CH2:11][CH2:12][CH2:13][CH2:14][CH2:15][CH3:16] |f:3.4.5.6.7|. Reported procedure: A flame-dried 100 mL round bottom 3-necked (RB3N) flask (note 1) filled with thermometer, stopcock, septum, and stirbar was purged with argon, charged with 4 A molecular sieves (300 mg; note 2) and 30 mL of dichloromethane (note 3), and cooled to -22° (30% ethylene glycol/water/dry ice). R,R-(+)-diethyl tartrate (97 mg; 47 mmol; note 4) and titanium(IV)isopropoxide (91 mg; 0.32 mmol; note 5) were added, and the mixture was stirred at -22±2° for 10 min. t-Butyl hydroperoxide (2.2 mL of a 5.8M dic... Reactants: ClC1=NC(=NC(=C1C#N)NC1CC1)NCCO (4-chloro-6-cyclopropylamino-2-(2-hydroxy-ethylamino)-pyrimidine-5-carbonitrile), Cl.FC1=CC=C(C=C1)C=1CCNCC1 (4-(4-fluorophenyl)-1,2,3,6-tetrahydropyridine hydrochloride), C(C)N(C(C)C)C(C)C (N-ethyl-diisopropylamine). As a reaction SMILES: Cl[C:2]1[C:7]([C:8]#[N:9])=[C:6]([NH:10][CH:11]2[CH2:13][CH2:12]2)[N:5]=[C:4]([NH:14][CH2:15][CH2:16][OH:17])[N:3]=1.Cl.[F:19][C:20]1[CH:25]=[CH:24][C:23]([C:26]2[CH2:27][CH2:28][NH:29][CH2:30][CH:31]=2)=[CH:22][CH:21]=1.C(N(C(C)C)C(C)C)C>O1CCOCC1>[CH:11]1([NH:10][C:6]2[C:7]([C:8]#[N:9])=[C:2]([N:29]3[CH2:28][CH:27]=[C:26]([C:23]4[CH:24]=[CH:25][C:20]([F:19])=[CH:21][CH:22]=4)[CH2:31][CH2:30]3)[N:3]=[C:4]([NH:14][CH2:15][CH2:16][OH:17])[N:5]=2)[CH2:13][CH2:12]1 |f:1.2|. The product is C1(CC1)NC1=NC(=NC(=C1C#N)N1CCC(=CC1)C1=CC=C(C=C1)F)NCCO (4-cyclopropylamino-6-[4-(4-fluoro-phenyl)-3,6-dihydro-2H-pyridin-1-yl]-2-(2-hydroxy-ethylamino)-pyrimidine-5-carbonitrile). Procedure details: In analogy to the procedure described in example 20b, 4-chloro-6-cyclopropylamino-2-(2-hydroxy-ethylamino)-pyrimidine-5-carbonitrile (example 44a) was treated with 4-(4-fluorophenyl)-1,2,3,6-tetrahydropyridine hydrochloride in dioxane in the presence of N-ethyl-diisopropylamine at 90° C. to yield 4-cyclopropylamino-6-[4-(4-fluoro-phenyl)-3,6-dihydro-2H-pyridin-1-yl]-2-(2-hydroxy-ethylamino)-pyrimidine-5-carbonitrile as an amorphous, white solid; MS: [M+H]+=395. The solvent is O1CCOCC1 (dioxane). The reactants are O=CCCC#CC=1C(=NC(=NC1)NC1=CC=C(C#N)C=C1)NCCC (4-((5-(5-oxo-1-pentyn-1-yl)-4-(propylamino)pyrimidin-2-yl)amino)benzonitrile), NC(CN(C(OC(C)(C)C)=O)C)(C)C (tert-butyl (2-amino-2-methylpropyl)(methyl)carbamate), C(C)(=O)O[BH-](OC(C)=O)OC(C)=O.[Na+] (sodium triacetoxyborohydride), C(O)([O-])=O.[Na+] (sodium hydrogencarbonate). The solvent is C(Cl)Cl (methylene chloride), C(C)(=O)O (acetic acid), C(C)(=O)OCC (ethyl acetate). Conditions: time 3 hour. The product is C(#N)C1=CC=C(C=C1)NC1=NC=C(C(=N1)NCCC)C#CCCCNC(CN(C(OC(C)(C)C)=O)C)(C)C (tert-butyl (2-((5-(2-((4-cyanophenyl)amino)-4-(propylamino)pyrimidin-5-yl)-4-pentyn-1-yl)amino)-2-methylpropyl)(methyl)carbamate). As a reaction SMILES: O=[CH:2][CH2:3][CH2:4][C:5]#[C:6][C:7]1[C:8]([NH:22][CH2:23][CH2:24][CH3:25])=[N:9][C:10]([NH:13][C:14]2[CH:21]=[CH:20][C:17]([C:18]#[N:19])=[CH:16][CH:15]=2)=[N:11][CH:12]=1.[NH2:26][C:27]([CH3:39])([CH3:38])[CH2:28][N:29]([CH3:37])[C:30](=[O:36])[O:31][C:32]([CH3:35])([CH3:34])[CH3:33].C(O[BH-](OC(=O)C)OC(=O)C)(=O)C.[Na+].C(=O)([O-])O.[Na+]>C(Cl)Cl.C(OCC)(=O)C.C(O)(=O)C>[C:18]([C:17]1[CH:20]=[CH:21][C:14]([NH:13][C:10]2[N:9]=[C:8]([NH:22][CH2:23][CH2:24][CH3:25])[C:7]([C:6]#[C:5][CH2:4][CH2:3][CH2:2][NH:26][C:27]([CH3:39])([CH3:38])[CH2:28][N:29]([CH3:37])[C:30](=[O:36])[O:31][C:32]([CH3:33])([CH3:34])[CH3:35])=[CH:12][N:11]=2)=[CH:15][CH:16]=1)#[N:19] |f:2.3,4.5|. Procedure: To a solution of 4-((5-(5-oxo-1-pentyn-1-yl)-4-(propylamino)pyrimidin-2-yl)amino)benzonitrile (G12, 300 mg) and tert-butyl (2-amino-2-methylpropyl)(methyl)carbamate (G10, 112 mg) in methylene chloride (4 mL), sodium triacetoxyborohydride (195 mg) and acetic acid (21 μL) were added at room temperature, and the mixture was stirred at the same temperature for 3 hours. To the reaction mixture, ethyl acetate and saturated aqueous sodium hydrogencarbonate were added. The organic layer was separated, w... The reactants are C(C=C)OC[C@@H]([C@@H](CO)O[Si](C)(C)C(C)(C)C)NC(OC(C)(C)C)=O (Tert-butyl (2S,3S)-1-(allyloxy)-3-(tert-butyldimethylsilyloxy)-4-hydroxybutan-2-ylcarbamate), CC(=O)OI1(C=2C=CC=CC2C(=O)O1)(OC(=O)C)OC(=O)C (Dess-Martin periodinane). Solvent: CCOC(=O)C (EtOAc), C(=O)(O)[O-].[Na+] (NaHCO3), [O-]S(=O)(=S)[O-].[Na+].[Na+] (Na2S2O3), C(Cl)Cl (CH2Cl2). Run at time 4 hour. Yields the product C(C=C)OC[C@@H]([C@@H](C=O)O[Si](C)(C)C(C)(C)C)NC(OC(C)(C)C)=O (Tert-butyl (2S,3S)-1-(allyloxy)-3-(tert-butyldimethylsilyloxy)-4-oxobutan-2-ylcarbamate). As a reaction SMILES: [CH2:1]([O:4][CH2:5][C@H:6]([NH:18][C:19](=[O:25])[O:20][C:21]([CH3:24])([CH3:23])[CH3:22])[C@H:7]([O:10][Si:11]([C:14]([CH3:17])([CH3:16])[CH3:15])([CH3:13])[CH3:12])[CH2:8][OH:9])[CH:2]=[CH2:3].CC(OI1(OC(C)=O)(OC(C)=O)OC(=O)C2C=CC=CC1=2)=O>C(Cl)Cl.CCOC(C)=O.C([O-])(O)=O.[Na+].[O-]S([O-])(=S)=O.[Na+].[Na+]>[CH2:1]([O:4][CH2:5][C@H:6]([NH:18][C:19](=[O:25])[O:20][C:21]([CH3:24])([CH3:23])[CH3:22])[C@H:7]([O:10][Si:11]([C:14]([CH3:16])([CH3:17])[CH3:15])([CH3:12])[CH3:13])[CH:8]=[O:9])[CH:2]=[CH2:3] |f:4.5,6.7.8|. Procedure details: The crude material from Step 4 (0.040 g) was dissolved in CH2Cl2 (3 mL) and treated with Dess-Martin periodinane (0.07 g, 0.2 mmol). The mixture was stirred at ambient temperature for 4 h then diluted with EtOAc (10 mL), sat'd NaHCO3 (5 mL), and aqueous Na2S2O3 (5 mL). The biphasic mixture was stirred until it was colorless. The organic layer was washed with brine, dried (Na2SO4), filtered, and conc in vacuo. The crude aldehyde was used without further purification.